Dataset: the Open Reaction Database (ORD), a public repository of structured organic reaction records. Task: describe an organic reaction: reactants, conditions, products, and yield Reactants: O (water), FC=1C=C(C=C(C1F)F)O (3,4,5-trifluorophenol), C([O-])([O-])=O.[K+].[K+] (potassium carbonate), ClC1(C(NCCC1)=O)C(=O)OCC (ethyl 3-chloro-2-oxopiperidine-3-carboxylate). Solvent: [Cl-].[Na+].O (brine), CN(C)C=O (DMF). Conditions: temperature 100 celsius, time 1 hour. Product: O=C1NCCCC1(C(=O)OCC)OC1=CC(=C(C(=C1)F)F)F (ethyl 2-oxo-3-(3,4,5-trifluorophenoxy)piperidine-3-carboxylate). Yield: 79.8%. As a reaction SMILES: [F:1][C:2]1[CH:3]=[C:4]([OH:10])[CH:5]=[C:6]([F:9])[C:7]=1[F:8].C(=O)([O-])[O-].[K+].[K+].Cl[C:18]1([C:25]([O:27][CH2:28][CH3:29])=[O:26])[CH2:23][CH2:22][CH2:21][NH:20][C:19]1=[O:24].O>CN(C=O)C.[Cl-].[Na+].O>[O:24]=[C:19]1[C:18]([O:10][C:4]2[CH:3]=[C:2]([F:1])[C:7]([F:8])=[C:6]([F:9])[CH:5]=2)([C:25]([O:27][CH2:28][CH3:29])=[O:26])[CH2:23][CH2:22][CH2:21][NH:20]1 |f:1.2.3,7.8.9|. Procedure: To a mixture of 3,4,5-trifluorophenol (14.4 g) and potassium carbonate (40.3 g) in DMF (200 mL) was added ethyl 3-chloro-2-oxopiperidine-3-carboxylate (20 g), and the mixture was stirred at 100° C. for 1 hr. To the reaction mixture were added water (200 mL) and saturated brine (200 mL) at 0° C., and the mixture was extracted with ethyl acetate. The extract was washed with saturated aqueous sodium hydrogen carbonate solution (200 mL), water (200 mL) and saturated brine (200 mL×2), and dried over ... The reactants are CC1=C(C=CC=C1)O (2-Methyl-phenol), [OH-].[Na+] (NaOH), BrC(C)Br (dibromoethane), S(=O)(=O)(O)[O-].C(C)(C)(C)[NH3+] (t-butylammoniumhydrogen sulfate), [OH-].[Na+] (NaOH). Conditions: time 72 hour. Product: BrCCOC1=C(C=CC=C1)C (2-bromo-1-(2-methylphenoxy)ethane). As a reaction SMILES: [CH3:1][C:2]1[CH:7]=[CH:6][CH:5]=[CH:4][C:3]=1[OH:8].[OH-].[Na+].[Br:11][CH:12](Br)[CH3:13].S([O-])(O)(=O)=O.C([NH3+])(C)(C)C>>[Br:11][CH2:12][CH2:13][O:8][C:3]1[CH:4]=[CH:5][CH:6]=[CH:7][C:2]=1[CH3:1] |f:1.2,4.5|. Reported procedure: 2-Methyl-phenol (1 g, 9.25 mmol) in NaOH (aq) (3.24 mL, 12.96 mmol, 4M soln.) was treated with dibromoethane (2.74 mL, 31.7 mmol) and t-butylammoniumhydrogen sulfate (catalytic), and then placed in a Robbins™ oven at 99° C. for 72 hours. The pH was then adjusted to ˜8 with NaOH (4M aq. soln.) and the product extracted with CH2Cl2 (x3). The combined organic layer was washed with H2O (x2) and brine, dried over MgSO4. The resulting oil taken up in 4:1 hexane/EtOAc and passed through a plug of silic... Reactants: CC(=O)O, CCO, COc1cccc(C(=O)C(=O)c2cccc(OC)c2)c1, NN, O. The product is COc1cccc(C(=O)C(=NN)c2cccc(OC)c2)c1. Reaction SMILES: [CH3:24][C:25](=[O:26])[OH:27].[CH3:28][CH2:29][OH:30].[CH3:4][O:5][c:6]1[cH:7][c:8]([C:12](=[O:13])[C:14](=[O:15])[c:16]2[cH:17][c:18]([O:22][CH3:23])[cH:19][cH:20][cH:21]2)[cH:9][cH:10][cH:11]1.[NH2:2][NH2:3].[OH2:1]>>[N:2]([NH2:3])=[C:12]([c:8]1[cH:7][c:6]([O:5][CH3:4])[cH:11][cH:10][cH:9]1)[C:14](=[O:15])[c:16]1[cH:17][c:18]([O:22][CH3:23])[cH:19][cH:20][cH:21]1. The product is FC(F)(F)C1CCNC1. As a reaction SMILES: [Cl:17][CH2:18][Cl:19].[F:1][C:2]([CH:3]1[CH2:4][N:5]([C:8]([O:9][C:10]([CH3:11])([CH3:12])[CH3:13])=[O:14])[CH2:6][CH2:7]1)([F:15])[F:16]>>[F:1][C:2]([CH:3]1[CH2:4][NH:5][CH2:6][CH2:7]1)([F:15])[F:16]. Reactants: ClCCl, CC(C)(C)OC(=O)N1CCC(C(F)(F)F)C1. The reactants are ClCC(CC(=O)OCC)=O (ethyl 4-chloro-3-oxobutanoate), OS(=O)(=O)O (H2SO4), CC1=C(C=CC=C1O)O (2-methylbenzene-1,3-diol). The solvent is O (water). Reaction conditions: temperature 0 celsius, time 30 minute. Yields the product ClCC1=CC(OC2=C(C(=CC=C12)O)C)=O (4-(Chloromethyl)-7-hydroxy-8-methyl-2H-chromen-2-one). RXN SMILES: [Cl:1][CH2:2][C:3](=O)[CH2:4][C:5]([O:7][CH2:8][CH3:9])=[O:6].OS(O)(=O)=O.[CH3:16][C:17]1[C:22]([OH:23])=[CH:21][CH:20]=CC=1O>O>[Cl:1][CH2:2][C:3]1[C:9]2[C:8](=[C:17]([CH3:16])[C:22]([OH:23])=[CH:21][CH:20]=2)[O:7][C:5](=[O:6])[CH:4]=1. Procedure: To ethyl 4-chloro-3-oxobutanoate (5.77 mL) was added conc.H2SO4 (15.03 mL) at 0° C. Then to the mixture was added 2-methylbenzene-1,3-diol (5.0 g) in several portions at 0° C. The mixture was stirred at 0° C. for 30 min. The mixture was warmed to room temperature for 1.5 h. The reaction mixture was poured into water under stirring at 0° C. The precipitate was collected by filtration and washed with water to give the title compound (8.58 g). Starting materials: FC=1C=C(CN)C=CC1C(F)(F)F (3-Fluoro-4-(trifluoromethyl)benzylamine), N(=C=O)C1=C2C=CNC2=CC=C1 (4-isocyanato-1H-indole). Yields the product FC=1C=C(CNC(=O)NC2=C3C=CNC3=CC=C2)C=CC1C(F)(F)F (N-[3-fluoro-4-(trifluoromethyl)benzyl]-N′-1H-indol-4-ylurea). The yield is 68.3%. RXN SMILES: [F:1][C:2]1[CH:3]=[C:4]([CH:7]=[CH:8][C:9]=1[C:10]([F:13])([F:12])[F:11])[CH2:5][NH2:6].[N:14]([C:17]1[CH:25]=[CH:24][CH:23]=[C:22]2[C:18]=1[CH:19]=[CH:20][NH:21]2)=[C:15]=[O:16]>>[F:1][C:2]1[CH:3]=[C:4]([CH:7]=[CH:8][C:9]=1[C:10]([F:11])([F:12])[F:13])[CH2:5][NH:6][C:15]([NH:14][C:17]1[CH:25]=[CH:24][CH:23]=[C:22]2[C:18]=1[CH:19]=[CH:20][NH:21]2)=[O:16]. Procedure details: 3-Fluoro-4-(trifluoromethyl)benzylamine (0.22 g, 1.1 mmol) and the product of Example 80A (0.16 g, 1 mmol) were treated as described in Example 80B to provide the title compound (0.24 g). mp 198° C.; 1H NMR (300 MHz, DMSO-d6) δ 4.43 (d, 2H), 6.52 (m, 1H), 6.98 (m, 3H), 7.26 (m, 1H), 7.39 (m, 2H), 7.57 (dd, 1H), 7.77 (t, 1H), 8.40 (s, 1H), 11.05 (s, 1H); MS (DCI+) m/z 349.9 (M+H)+. Anal. Calcd. for C17H13N3F4O: C, 58.12; H, 3.73; N, 11.96. Found C, 58.52; H, 3.99; N, 11.55. Reactants: COc1ccc2c(C(=O)c3ccc(OCCN4CCCCC4)cc3)c(OC)ccc2c1, CO, ClCCl, N#N, [Na+], O=C([O-])O. Yields the product COc1ccc2c(C(=O)c3ccc(OCCN4CCCCC4)cc3)c(O)ccc2c1. As a reaction SMILES: [CH3:1][O:2][c:3]1[c:4]([C:15](=[O:16])[c:17]2[cH:18][cH:19][c:20]([O:23][CH2:24][CH2:25][N:26]3[CH2:27][CH2:28][CH2:29][CH2:30][CH2:31]3)[cH:21][cH:22]2)[c:5]2[cH:6][cH:7][c:8]([O:13][CH3:14])[cH:9][c:10]2[cH:11][cH:12]1.[CH3:34][OH:35].[Cl:41][CH2:42][Cl:43].[N:32]#[N:33].[Na+:40].[O-:36][C:37]([OH:38])=[O:39]>>[OH:2][c:3]1[c:4]([C:15](=[O:16])[c:17]2[cH:18][cH:19][c:20]([O:23][CH2:24][CH2:25][N:26]3[CH2:27][CH2:28][CH2:29][CH2:30][CH2:31]3)[cH:21][cH:22]2)[c:5]2[cH:6][cH:7][c:8]([O:13][CH3:14])[cH:9][c:10]2[cH:11][cH:12]1. The reactants are O=C1NC(COCCCl)=C(C(=O)O)C(c2cccc(Cl)c2)N1, ClCCl, NCCCc1ccccc1. The product is O=C1NC(COCCCl)=C(C(=O)NCCCc2ccccc2)C(c2cccc(Cl)c2)N1. RXN SMILES: [Cl:1][CH2:2][CH2:3][O:4][CH2:5][C:6]1=[C:7]([C:20](=[O:21])[OH:22])[CH:8]([c:13]2[cH:14][c:15]([Cl:19])[cH:16][cH:17][cH:18]2)[NH:9][C:10](=[O:12])[NH:11]1.[Cl:33][CH2:34][Cl:35].[c:23]1([CH2:29][CH2:30][CH2:31][NH2:32])[cH:24][cH:25][cH:26][cH:27][cH:28]1>>[Cl:1][CH2:2][CH2:3][O:4][CH2:5][C:6]1=[C:7]([C:20](=[O:22])[NH:32][CH2:31][CH2:30][CH2:29][c:23]2[cH:24][cH:25][cH:26][cH:27][cH:28]2)[CH:8]([c:13]2[cH:14][c:15]([Cl:19])[cH:16][cH:17][cH:18]2)[NH:9][C:10](=[O:12])[NH:11]1.